Dataset: the Open Reaction Database (ORD), a public repository of structured organic reaction records. Task: describe an organic reaction: reactants, conditions, products, and yield Starting materials: CC(=O)OC(C)=O, COCOCCCC1Oc2c(C)c(C)c(O)c(C)c2S1, c1ccccc1, c1ccncc1. The product is COCOCCCC1Oc2c(C)c(C)c(OC(C)=O)c(C)c2S1. As a reaction SMILES: [CH3:21][C:22](=[O:23])[O:24][C:25](=[O:26])[CH3:27].[OH:1][c:2]1[c:3]([CH3:20])[c:4]([CH3:19])[c:5]2[c:6]([c:17]1[CH3:18])[S:7][CH:8]([CH2:10][CH2:11][CH2:12][O:13][CH2:14][O:15][CH3:16])[O:9]2.[cH:28]1[cH:29][cH:30][cH:31][cH:32][cH:33]1.[cH:34]1[cH:35][cH:36][n:37][cH:38][cH:39]1>>[O:1]([c:2]1[c:3]([CH3:20])[c:4]([CH3:19])[c:5]2[c:6]([c:17]1[CH3:18])[S:7][CH:8]([CH2:10][CH2:11][CH2:12][O:13][CH2:14][O:15][CH3:16])[O:9]2)[C:22]([CH3:21])=[O:23]. Reactants: ClC(Cl)(Br)C(Cl)(Cl)Br, [Li]CCCC, COc1cc2ccccn2n1, CCCCCC, C1CCOC1. The product is COc1cc2cccc(Br)n2n1. As a reaction SMILES: [Br:17][C:18]([Cl:19])([Cl:20])[C:21]([Br:22])([Cl:23])[Cl:24].[CH2:12]([Li:13])[CH2:14][CH2:15][CH3:16].[CH3:1][O:2][c:3]1[n:4][n:5]2[c:6]([cH:7][cH:8][cH:9][cH:10]2)[cH:11]1.[CH3:30][CH2:31][CH2:32][CH2:33][CH2:34][CH3:35].[O:25]1[CH2:26][CH2:27][CH2:28][CH2:29]1>>[CH3:1][O:2][c:3]1[n:4][n:5]2[c:6]([cH:7][cH:8][cH:9][c:10]2[Br:17])[cH:11]1. Reactants: COC(=O)c1c(Cl)cccc1CBr, CCOC(C)=O, Cc1ccccc1, CCCCCC, [K+], [K+], O=C([O-])[O-], NCc1ccc2c(c1)Oc1ccccc1O2. The product is O=C1c2c(Cl)cccc2CN1Cc1ccc2c(c1)Oc1ccccc1O2. As a reaction SMILES: [CH3:1][O:2][C:3]([c:4]1[c:5]([CH2:11][Br:12])[cH:6][cH:7][cH:8][c:9]1[Cl:10])=[O:13].[CH3:36][CH2:37][O:38][C:39](=[O:40])[CH3:41].[CH3:42][c:43]1[cH:44][cH:45][cH:46][cH:47][cH:48]1.[CH3:49][CH2:50][CH2:51][CH2:52][CH2:53][CH3:54].[K+:30].[K+:31].[O-:32][C:33]([O-:34])=[O:35].[cH:14]1[c:15]([CH2:28][NH2:29])[cH:16][cH:17][c:18]2[c:23]1[O:22][c:21]1[c:20]([cH:27][cH:26][cH:25][cH:24]1)[O:19]2>>[C:3]1(=[O:13])[c:4]2[c:5]([cH:6][cH:7][cH:8][c:9]2[Cl:10])[CH2:11][N:29]1[CH2:28][c:15]1[cH:14][c:23]2[c:18]([cH:17][cH:16]1)[O:19][c:20]1[c:21]([cH:24][cH:25][cH:26][cH:27]1)[O:22]2. Starting materials: C(#N)C1=CC2=C(C(NC3=C(S2)C=CC=C3)=O)C=C1 (3-cyano-10,11-dihydro-11-oxodibenzo[b,f][1,4]thiazepin), C(=O)O (formic acid). Reagents/catalysts: [Ni] (Raney nickel). The product is O=C1NC2=C(SC3=C1C=CC(=C3)C=O)C=CC=C2 (10,11-Dihydro-11-oxodibenzo[b,f][1,4]thiazepin-3-carboxaldehyde). As a reaction SMILES: [C:1]([C:3]1[CH:18]=[CH:17][C:6]2[C:7](=[O:16])[NH:8][C:9]3[CH:15]=[CH:14][CH:13]=[CH:12][C:10]=3[S:11][C:5]=2[CH:4]=1)#N.C(O)=[O:20]>[Ni]>[O:16]=[C:7]1[C:6]2[CH:17]=[CH:18][C:3]([CH:1]=[O:20])=[CH:4][C:5]=2[S:11][C:10]2[CH:12]=[CH:13][CH:14]=[CH:15][C:9]=2[NH:8]1. Reported procedure: Heat a mixture of 5.0 gm. of 3-cyano-10,11-dihydro-11-oxodibenzo[b,f][1,4]thiazepin and 4.0 gm. of Raney nickel alloy in 60 ml. of 75% (v/v) aqueous formic acid at reflux for 1.5 hours. Cool to room temperature and filter. Concentrate to small volume and extract with methylene chloride. Wash the extract with water and with 1 N sodium bicarbonate until neutral. Dry the neutral extract over sodium sulfate and concentrate to dryness to obtain the title product.